Dataset: the Open Reaction Database (ORD), a public repository of structured organic reaction records. Task: describe an organic reaction: reactants, conditions, products, and yield Reactants: CC1=CC=C2C=CNC2=C1 (6-methylindole), C(C)[Mg]Br (ethylmagnesium bromide), CC1(C(C1(C)C)C(=O)Cl)C (2,2,3,3-tetramethylcyclopropanecarbonyl chloride). Reagents/catalysts: [Cl-].[Zn+2].[Cl-] (zinc chloride). The solvent is ClCCl (dichloromethane). Product: CC1=CC=C2C(=CNC2=C1)C(=O)C1C(C1(C)C)(C)C ((6-Methyl-1H-indol-3-yl)-(2,2,3,3-tetramethylcyclopropyl)methanone). Isolated yield 65.8%. As a reaction SMILES: [CH3:1][C:2]1[CH:10]=[C:9]2[C:5]([CH:6]=[CH:7][NH:8]2)=[CH:4][CH:3]=1.C([Mg]Br)C.[CH3:15][C:16]1([CH3:24])[C:18]([CH3:20])([CH3:19])[CH:17]1[C:21](Cl)=[O:22]>ClCCl.[Cl-].[Zn+2].[Cl-]>[CH3:1][C:2]1[CH:10]=[C:9]2[C:5]([C:6]([C:21]([CH:17]3[C:18]([CH3:20])([CH3:19])[C:16]3([CH3:24])[CH3:15])=[O:22])=[CH:7][NH:8]2)=[CH:4][CH:3]=1 |f:4.5.6|. Procedure: A mixture of 6-methylindole (1.0 g, 7.6 mmol), ethylmagnesium bromide (1.0 M solution in THF, 9.1 mL, 9.1 mmol), zinc chloride (1.0 M solution in Et2O, 9.1 mL, 9.1 mmol) and the product of Example 1A (11 mmol) in 25 mL of dichloromethane was processed as described in Example 1B to provide the title compound (1.3 g, 5.0 mmol, 65% yield). MS (DCI/NH3) m/z 256 (M+H)+. Reactants: CC(=O)NC1c2ccccc2-c2[nH]c(=O)c3nccn3c21, CS(C)=O, CCOC(C)=O, CC(=O)O, ClCCCCc1ccccc1, [H-], [Na+], O. The product is CC(=O)NC1(CCCCc2ccccc2)c2ccccc2-c2[nH]c(=O)c3nccn3c21. Reaction SMILES: [C:1]([CH3:2])(=[O:3])[NH:4][CH:5]1[c:6]2[cH:7][cH:8][cH:9][cH:10][c:11]2-[c:12]2[nH:13][c:14](=[O:21])[c:15]3[n:16]([c:17]21)[cH:18][cH:19][n:20]3.[CH3:22][S:23](=[O:24])[CH3:25].[CH3:39][CH2:40][O:41][C:42](=[O:43])[CH3:44].[CH3:45][C:46](=[O:47])[OH:48].[Cl:28][CH2:29][CH2:30][CH2:31][CH2:32][c:33]1[cH:34][cH:35][cH:36][cH:37][cH:38]1.[H-:26].[Na+:27].[OH2:49]>>[C:1]([CH3:2])(=[O:3])[NH:4][C:5]1([CH2:29][CH2:30][CH2:31][CH2:32][c:33]2[cH:34][cH:35][cH:36][cH:37][cH:38]2)[c:6]2[cH:7][cH:8][cH:9][cH:10][c:11]2-[c:12]2[nH:13][c:14](=[O:21])[c:15]3[n:16]([c:17]21)[cH:18][cH:19][n:20]3. Reactants: ClC1=NC=CC=C1C(F)(F)F (2-chloro-3-trifluoromethylpyridine), N1CCNCC1 (piperazine). Solvent: C(CCC)O (n-butanol). Conditions: time 48 hour. Yields the product FC(C=1C(=NC=CC1)N1CCNCC1)(F)F (1-[3-(trifluoromethyl)-2-pyridinyl]piperazine). Yield: 40.0%. RXN SMILES: Cl[C:2]1[C:7]([C:8]([F:11])([F:10])[F:9])=[CH:6][CH:5]=[CH:4][N:3]=1.[NH:12]1[CH2:17][CH2:16][NH:15][CH2:14][CH2:13]1>C(O)CCC>[F:9][C:8]([F:11])([F:10])[C:7]1[C:2]([N:12]2[CH2:17][CH2:16][NH:15][CH2:14][CH2:13]2)=[N:3][CH:4]=[CH:5][CH:6]=1. Procedure details: A solution of 2-chloro-3-trifluoromethylpyridine (6.57 g, 36.2 mmol) and piperazine (31.48 g, 365.5 mmol) in n-butanol was heated to 115° C. After 48 hours, the mixture was cooled to room temperature, the solvent removed under reduced pressure and the residue partitioned between water and ethyl acetate. The organic phase was dried (sodium sulfate), filtered and concentrated under reduced pressure. The residue was purified by flash column chromatography on silica gel (elution with 15% methanol:di... Reactants: C(C)(=O)O[BH-](OC(C)=O)OC(C)=O.[Na+] (sodium triacetoxyborohydride), N[C@]12[C@@H]([C@H]3CC[C@@H]4[C@]5(CC=C(C([C@@H]5CC[C@]4([C@@]3(CC1)C)C)(C)C)C1=CC=C(C(=O)OC)C=C1)C)[C@@H](CC2)C(=C)C (methyl 4-((1R,3aS,5aR,5bR,7aR,11aS,11bR,13aR,13bR)-3a-amino-5a,5b,8,8,11a-pentamethyl-1-(prop-1-en-2-yl)-2,3,3a,4,5,5a,5b,6,7,7a,8,11,11a,11b,12,13,13a,13b-octadecahydro-1H-cyclopenta[a]chrysen-9-yl)benzoate), S1C=C(C=C1)C=O (3-thiophenecarboxaldehyde). Reagents/catalysts: CC([O-])C.[Ti+4].CC([O-])C.CC([O-])C.CC([O-])C (titanium(IV) isopropoxide). Run in ClCCCl (DCE). Reaction conditions: time 1 hour. Yields the product C[C@]12CC[C@@]3([C@@H]([C@H]2CC[C@@H]2[C@]4(CC=C(C([C@@H]4CC[C@@]12C)(C)C)C1=CC=C(C(=O)OC)C=C1)C)[C@@H](CC3)C(=C)C)NCC3=CSC=C3 (methyl 4-((1R,3aS,5aR,5bR,7aR,11aS,11bR,13aR,13bR)-5a,5b,8,8,11a-pentamethyl-1-(prop-1-en-2-yl)-3a-(thiophen-3-ylmethylamino)-2,3,3a,4,5,5a,5b,6,7,7a,8,11,11a,11b,12,13,13a,13b-octadecahydro-1H-cyclopenta[a]chrysen-9-yl)benzoate). Isolated yield 90.9%. RXN SMILES: [NH2:1][C@:2]12[CH2:37][CH2:36][C@@H:35]([C:38]([CH3:40])=[CH2:39])[C@@H:3]1[C@@H:4]1[C@@:17]([CH3:20])([CH2:18][CH2:19]2)[C@@:16]2([CH3:21])[C@@H:7]([C@:8]3([CH3:34])[C@@H:13]([CH2:14][CH2:15]2)[C:12]([CH3:23])([CH3:22])[C:11]([C:24]2[CH:33]=[CH:32][C:27]([C:28]([O:30][CH3:31])=[O:29])=[CH:26][CH:25]=2)=[CH:10][CH2:9]3)[CH2:6][CH2:5]1.[S:41]1[CH:45]=[CH:44][C:43]([CH:46]=O)=[CH:42]1.C(O[BH-](OC(=O)C)OC(=O)C)(=O)C.[Na+]>ClCCCl.CC(C)[O-].[Ti+4].CC(C)[O-].CC(C)[O-].CC(C)[O-]>[CH3:20][C@:17]12[C@@:16]3([CH3:21])[C@@H:7]([C@:8]4([CH3:34])[C@@H:13]([CH2:14][CH2:15]3)[C:12]([CH3:22])([CH3:23])[C:11]([C:24]3[CH:25]=[CH:26][C:27]([C:28]([O:30][CH3:31])=[O:29])=[CH:32][CH:33]=3)=[CH:10][CH2:9]4)[CH2:6][CH2:5][C@@H:4]1[C@H:3]1[C@H:35]([C:38]([CH3:40])=[CH2:39])[CH2:36][CH2:37][C@:2]1([NH:1][CH2:46][C:43]1[CH:44]=[CH:45][S:41][CH:42]=1)[CH2:19][CH2:18]2 |f:2.3,5.6.7.8.9|. Procedure details: To a solution of methyl 4-((1R,3aS,5aR,5bR,7aR,11aS,11bR,13aR,13bR)-3a-amino-5a,5b,8,8,11a-pentamethyl-1-(prop-1-en-2-yl)-2,3,3a,4,5,5a,5b,6,7,7a,8,11,11a,11b,12,13,13a,13b-octadecahydro-1H-cyclopenta[a]chrysen-9-yl)benzoate (30 mg, 0.055 mmol) in DCE (0.5 mL) was added 3-thiophenecarboxaldehyde (7.73 mg, 0.069 mmol) and titanium(IV) isopropoxide (0.020 mL, 0.069 mmol). The mixture was stirred at rt for 1 h and sodium triacetoxyborohydride (23.38 mg, 0.110 mmol) was added. The mixture was stirre... The reactants are C1CCOC1, CC(C)(C)[O-], [K+], O, CC(C)(C)OC(=O)N1CC(O)(C(C)(C)CO)C1, Cc1ccc(S(=O)(=O)Cl)cc1. The product is CC(C)(C)OC(=O)N1CC2(C1)OCC2(C)C. Reaction SMILES: [CH2:36]1[O:37][CH2:38][CH2:39][CH2:40]1.[CH3:18][C:19]([CH3:20])([O-:21])[CH3:22].[K+:23].[OH2:35].[OH:1][C:2]1([C:13]([CH2:14][OH:15])([CH3:16])[CH3:17])[CH2:3][N:4]([C:6](=[O:7])[O:8][C:9]([CH3:10])([CH3:11])[CH3:12])[CH2:5]1.[c:24]1([CH3:25])[cH:26][cH:27][c:28]([S:29]([Cl:30])(=[O:31])=[O:32])[cH:33][cH:34]1>>[C:2]12([CH2:3][N:4]([C:6](=[O:7])[O:8][C:9]([CH3:10])([CH3:11])[CH3:12])[CH2:5]1)[C:13]([CH3:16])([CH3:17])[CH2:14][O:15]2. Reactants: N#Cc1ccc(CCBr)cc1, CN(C)C=O, CN(CCN1CCNC1=O)S(=O)(=O)c1cccc(Cl)c1Cl, Cl, [H-], [Na+], O. The product is CN(CCN1CCN(CCc2ccc(C#N)cc2)C1=O)S(=O)(=O)c1cccc(Cl)c1Cl. As a reaction SMILES: [Br:24][CH2:25][CH2:26][c:27]1[cH:28][cH:29][c:30]([C:31]#[N:32])[cH:33][cH:34]1.[CH3:36][N:37]([CH3:38])[CH:39]=[O:40].[Cl:3][c:4]1[c:5]([S:11](=[O:12])(=[O:13])[N:14]([CH2:15][CH2:16][N:17]2[C:18](=[O:22])[NH:19][CH2:20][CH2:21]2)[CH3:23])[cH:6][cH:7][cH:8][c:9]1[Cl:10].[ClH:35].[H-:2].[Na+:1].[OH2:41]>>[Cl:3][c:4]1[c:5]([S:11](=[O:12])(=[O:13])[N:14]([CH2:15][CH2:16][N:17]2[C:18](=[O:22])[N:19]([CH2:25][CH2:26][c:27]3[cH:28][cH:29][c:30]([C:31]#[N:32])[cH:33][cH:34]3)[CH2:20][CH2:21]2)[CH3:23])[cH:6][cH:7][cH:8][c:9]1[Cl:10]. The reactants are BrCCCC(=O)OCC (ethyl 4-bromobutyrate), [Zn](CC)CC (Et2Zn), MnBr2, Cl2Pd(dppf), CC1=C(C=CC(=C1[N+](=O)[O-])C)I (2,4-dimethyl-3-nitroiodobenzene). The reagents and catalysts are Cl[Cu] (CuCl). Solvent: CN1CCCN(C1=O)C (DMPU), C1CCOC1 (THF). Reaction conditions: temperature 25 celsius, time 4 hour. Product: CC1=C(C=CC(=C1[N+](=O)[O-])C)CCCC(=O)OCC (Ethyl 4-(2,4-dimethyl-3-nitrophenyl)butanoate). Yield: 67.8%. As a reaction SMILES: Br[CH2:2][CH2:3][CH2:4][C:5]([O:7][CH2:8][CH3:9])=[O:6].[Zn](CC)CC.[CH3:15][C:16]1[C:21]([N+:22]([O-:24])=[O:23])=[C:20]([CH3:25])[CH:19]=[CH:18][C:17]=1I>CN1C(=O)N(C)CCC1.C1COCC1.Cl[Cu]>[CH3:25][C:20]1[C:21]([N+:22]([O-:24])=[O:23])=[C:16]([CH3:15])[CH:17]=[CH:18][C:19]=1[CH2:2][CH2:3][CH2:4][C:5]([O:7][CH2:8][CH3:9])=[O:6]. Reported procedure: A three-necked flask equipped with a thermometer, a gas inlet, and a magnetic stirring bar was charged under argon with MnBr2 (320 mg, 1.5 mmol) in DMPU (25 ml). CuCl (85 mg, 1 mmol), ethyl 4-bromobutyrate (5.85 g, 30 mmol) and Et2Zn (2.7 ml, 27 mmol) were successively added. The reaction mixture turned dark red and was stirred for 4 h at 25° C. After cooling to −30° C., a solution of Cl2Pd(dppf) (0.925 g, 10 mmol) and 2,4-dimethyl-3-nitroiodobenzene (6.93 g, 25 mmol) in anhydrous THF (25 ml) wa... The reactants are C(C1=CC=CC=C1)N1CC(C(CC1)(C(F)(F)F)O)C (1-benzyl-4-hydroxy-3-methyl-4-trifluoromethylpiperidine). The reagents and catalysts are [OH-].[Pd+2].[OH-] (palladium hydroxide). The solvent is CO (methanol), [H][H] (hydrogen). Product: OC1(C(CNCC1)C)C(F)(F)F (4-hydroxy-3-methyl-4-trifluoromethyl-piperidine). RXN SMILES: C([N:8]1[CH2:13][CH2:12][C:11]([OH:18])([C:14]([F:17])([F:16])[F:15])[CH:10]([CH3:19])[CH2:9]1)C1C=CC=CC=1>CO.[H][H].[OH-].[Pd+2].[OH-]>[OH:18][C:11]1([C:14]([F:17])([F:15])[F:16])[CH2:12][CH2:13][NH:8][CH2:9][CH:10]1[CH3:19] |f:3.4.5|. Reported procedure: A mixture of 1-benzyl-4-hydroxy-3-methyl-4-trifluoromethylpiperidine (5.1 g, 18.68 mmole) and 20% palladium hydroxide (1 g) in methanol (100 ml) was stirred in hydrogen atmosphere (1 atm.) for 12 hr at 35° C. Catalyst was filtered off, washed with methanol, filtrate was concentrated to dryness to give 4-hydroxy-3-methyl-4-trifluoromethyl-piperidine as oil. Yield 3.4 g (99%), C7H12F3NO, m/z 184 (M+1)